This data is from the Open Reaction Database (ORD), a public repository of structured organic reaction records. The task is: describe an organic reaction: reactants, conditions, products, and yield The reactants are Cl, CC(=O)c1cnc2nnn(Cc3cc4cccnc4cc3F)c2n1, NO. Yields the product CC(=NO)c1cnc2nnn(Cc3cc4cccnc4cc3F)c2n1. As a reaction SMILES: [ClH:25].[F:1][c:2]1[c:3]([CH2:12][n:13]2[n:14][n:15][c:16]3[n:17][cH:18][c:19]([C:22]([CH3:23])=[O:24])[n:20][c:21]23)[cH:4][c:5]2[cH:6][cH:7][cH:8][n:9][c:10]2[cH:11]1.[NH2:26][OH:27]>>[F:1][c:2]1[c:3]([CH2:12][n:13]2[n:14][n:15][c:16]3[n:17][cH:18][c:19]([C:22]([CH3:23])=[N:26][OH:27])[n:20][c:21]23)[cH:4][c:5]2[cH:6][cH:7][cH:8][n:9][c:10]2[cH:11]1. The reactants are CC1(CC=C(C=2C=C(C=CC12)C#CC1=CC=C(C(=O)O)C=C1)C(C)(C)C)C (4-[(7,8-dihydro-8,8-dimethyl-5-(1,1-dimethylethyl)naphth-3-yl)ethynyl]benzoic acid), CC1(CC=C(C=2C=C(C=CC12)C#CC1=CC=C(C(=O)O)C=C1)C(C)(C)C)C (4-[(7,8-dihydro-8,8-dimethyl-5-(1,1-dimethylethyl)naphth-3-yl)ethynyl]benzoic acid), CC1(CC=C(C=2C=C(C=CC12)C#CC1=CC=C(C(=O)OCC)C=C1)C#CCCC)C (ethyl 4-[(7,8-dihydro-8,8-dimethyl-5-(1-pentynyl)naphth-3-yl)ethynyl]benzoate), CC1(CC=C(C=2C=C(C=CC12)C#CC1=CC=C(C(=O)OCC)C=C1)C#CCCC)C (ethyl 4-[(7,8-dihydro-8,8-dimethyl-5-(1-pentynyl)naphth-3-yl)ethynyl]benzoate). The product is CC1(CC=C(C=2C=C(C=CC12)C#CC1=CC=C(C(=O)O)C=C1)C#CCCC)C (4-[(7,8-dihydro-8,8-dimethyl-5-(1-pentynyl) naphth-3-yl)ethynyl]benzoic acid). As a reaction SMILES: CC1(C)C2C=CC(C#CC3C=CC(C(O)=O)=CC=3)=CC=2C(C(C)(C)C)=CC1.[CH3:28][C:29]1([CH3:57])[C:38]2[CH:37]=[CH:36][C:35]([C:39]#[C:40][C:41]3[CH:51]=[CH:50][C:44]([C:45]([O:47]CC)=[O:46])=[CH:43][CH:42]=3)=[CH:34][C:33]=2[C:32]([C:52]#[C:53][CH2:54][CH2:55][CH3:56])=[CH:31][CH2:30]1>>[CH3:28][C:29]1([CH3:57])[C:38]2[CH:37]=[CH:36][C:35]([C:39]#[C:40][C:41]3[CH:42]=[CH:43][C:44]([C:45]([OH:47])=[O:46])=[CH:50][CH:51]=3)=[CH:34][C:33]=2[C:32]([C:52]#[C:53][CH2:54][CH2:55][CH3:56])=[CH:31][CH2:30]1. Reported procedure: Employing the same general procedure as for the preparation of 4-[(7,8-dihydro-8,8-dimethyl-5-(1,1-dimethylethyl)naphth-3-yl )ethynyl]benzoic acid (Compound 80), 42.0 mg (0.106 mmol) of ethyl 4-[(7,8-dihydro-8,8-dimethyl-5-(1-pentynyl)naphth-3-yl)ethynyl]benzoate (Compound 75) was converted into the title compound (colorless solid) using 11.1 mg (0.27 mmol) of LiOH in H2O in 3 mL of THF/water (3:1, v/v, flushed with argon).